The task is: describe an organic reaction: reactants, conditions, products, and yield. This data is from the Open Reaction Database (ORD), a public repository of structured organic reaction records. The reactants are COc1ccc([C@@H](C)N(C)C)cc1 (substrate), Cc1ccccc1[Li] (effective_coupling_partner). Reagents/catalysts: SIMes. Conditions: temperature 70 celsius, time 12 hour. Yields the product Cc1ccccc1c2ccc([C@@H](C)N(C)C)cc2. Reactants: CS(=O)(=O)Cl, CN(C)c1cc(N)ccc1-c1nc2ncccc2[nH]1, Cl, Cl, c1ccncc1. The product is CN(C)c1cc(NS(C)(=O)=O)ccc1-c1nc2ncccc2[nH]1. As a reaction SMILES: [CH3:22][S:23]([Cl:24])(=[O:25])=[O:26].[CH3:3][N:4]([c:5]1[c:6](-[c:12]2[nH:13][c:14]3[c:15]([n:16][cH:17][cH:18][cH:19]3)[n:20]2)[cH:7][cH:8][c:9]([NH2:11])[cH:10]1)[CH3:21].[ClH:1].[ClH:2].[cH:27]1[cH:28][cH:29][n:30][cH:31][cH:32]1>>[CH3:3][N:4]([c:5]1[c:6](-[c:12]2[nH:13][c:14]3[c:15]([n:16][cH:17][cH:18][cH:19]3)[n:20]2)[cH:7][cH:8][c:9]([NH:11][S:23]([CH3:22])(=[O:25])=[O:26])[cH:10]1)[CH3:21]. The reactants are CSC1=NC2=C(CCC1)C=CC=C2 (2-(methylthio)-4,5-dihydro-3H-1-benzazepine), [N+](=O)([O-])C (nitromethane). The product is [N+](=O)([O-])\C=C\1/NC2=C(CCC1)C=CC=C2 ((2Z)-2-(nitromethylene)-2,3,4,5-tetrahydro-1H-1-benzazepine). RXN SMILES: CS[C:3]1[CH2:9][CH2:8][CH2:7][C:6]2[CH:10]=[CH:11][CH:12]=[CH:13][C:5]=2[N:4]=1.[N+:14]([CH3:17])([O-:16])=[O:15]>>[N+:14](/[CH:17]=[C:3]1\[NH:4][C:5]2[CH:13]=[CH:12][CH:11]=[CH:10][C:6]=2[CH2:7][CH2:8][CH2:9]\1)([O-:16])=[O:15]. Procedure details: A mixture of Example 182C (2.481 g, 12.97 mmol) and nitromethane (13.99 mL, 259 mmol) was heated with an oil bath at 120° C. for 48 hours. The nitromethane was evaporated and the crude mixture was purified by silica gel chromatography (Analogix IntelliFlash™ 280, SF25-80) eluting with 15-30% ethyl acetate/hexanes to obtain the title compound. 1H NMR (500 MHz, DMSO-d6) δ ppm 11.15 (s, 1H), 7.34-7.25 (m, 3H), 7.25-7.15 (m, 1H), 6.87 (s, 1H), 2.77-2.64 (m, 2H), 2.22 (m, 2H), 2.14 (m, 2H); MS (ESI+)... Starting materials: Compound, CN1C(CCC1)=O (N-methylpyrrolidinone), Fe(acac)3, C1CCOC1 (THF), C(C(C)C)[Mg]Br (Isobutylmagnesium bromide), O (water), Cl (HCl). The product is COC(C1=CC(=CC=C1)CC(C)C)=O (3-Isobutyl-benzoic acid methyl ester). As a reaction SMILES: CN1[CH2:6][CH2:5][CH2:4][C:3]1=O.[CH2:8]1[CH2:12][O:11][CH2:10][CH2:9]1.[CH2:13]([Mg]Br)[CH:14]([CH3:16])[CH3:15].Cl.[OH2:20]>>[CH3:10][O:11][C:12](=[O:20])[C:8]1[CH:9]=[CH:6][CH:5]=[C:4]([CH2:13][CH:14]([CH3:16])[CH3:15])[CH:3]=1. Procedure details: Compound from example 76A (1.62 g, 6 mmol), N-methylpyrrolidinone (3.4 mL), Fe(acac)3 (140 mg, 0.4 mmol) and dry THF (35 mL) were stirred under nitrogen at room temperature. Isobutylmagnesium bromide (2.0 M in Et2O, 3.6 mL) was added by syringe. After stirring for fifteen minutes, HCl (2 M, 20 mL) was slowly added. The mixture was diluted with water and extracted three times with EtOAc. The organic layers were combined, washed with water and then brine, were dried over MgSO4 and were concentrate... The reactants are BrC1=CC(=C(C=C1)NS(=O)(=O)C1=C(C2=C(S1)C=CC(=C2)F)C)C(F)(F)F (5-fluoro-3-methyl-benzo[b]thiophene-2-sulfonic acid(4-bromo-2-trifluoromethyl-phenyl)-amide), N1=CN=CC(=C1)B(O)O (pyrimidine-5-boronic acid). Reagents/catalysts: C=1C=CC(=CC1)[P](C=2C=CC=CC2)(C=3C=CC=CC3)[Pd]([P](C=4C=CC=CC4)(C=5C=CC=CC5)C=6C=CC=CC6)([P](C=7C=CC=CC7)(C=8C=CC=CC8)C=9C=CC=CC9)[P](C=1C=CC=CC1)(C=1C=CC=CC1)C=1C=CC=CC1 (tetrakis(triphenylphosphine)palladium). The solvent is COCCOC (1,2-dimethoxyethane), C(C)O (ethanol), C([O-])([O-])=O.[Na+].[Na+] (sodium carbonate). Yields the product N1=CN=CC(=C1)C1=CC(=C(C=C1)NS(=O)(=O)C1=C(C2=C(S1)C=CC(=C2)F)C)C(F)(F)F (5-Fluoro-3-methyl-benzo[b]thiophene-2-sulfonic acid(4-pyrimidin-5-yl-2-trifluoromethyl-phenyl)-amide). The yield is 45.1%. Reaction SMILES: Br[C:2]1[CH:7]=[CH:6][C:5]([NH:8][S:9]([C:12]2[S:16][C:15]3[CH:17]=[CH:18][C:19]([F:21])=[CH:20][C:14]=3[C:13]=2[CH3:22])(=[O:11])=[O:10])=[C:4]([C:23]([F:26])([F:25])[F:24])[CH:3]=1.[N:27]1[CH:32]=[C:31](B(O)O)[CH:30]=[N:29][CH:28]=1>COCCOC.C(O)C.C(=O)([O-])[O-].[Na+].[Na+].C1C=CC([P]([Pd]([P](C2C=CC=CC=2)(C2C=CC=CC=2)C2C=CC=CC=2)([P](C2C=CC=CC=2)(C2C=CC=CC=2)C2C=CC=CC=2)[P](C2C=CC=CC=2)(C2C=CC=CC=2)C2C=CC=CC=2)(C2C=CC=CC=2)C2C=CC=CC=2)=CC=1>[N:27]1[CH:32]=[C:31]([C:2]2[CH:7]=[CH:6][C:5]([NH:8][S:9]([C:12]3[S:16][C:15]4[CH:17]=[CH:18][C:19]([F:21])=[CH:20][C:14]=4[C:13]=3[CH3:22])(=[O:11])=[O:10])=[C:4]([C:23]([F:24])([F:25])[F:26])[CH:3]=2)[CH:30]=[N:29][CH:28]=1 |f:4.5.6,^1:54,56,75,94|. Reported procedure: This compound was prepared in analogy to Example 2 starting from 5-fluoro-3-methyl-benzo[b]thiophene-2-sulfonic acid(4-bromo-2-trifluoromethyl-phenyl)-amide (0.10 g) and pyrimidine-5-boronic acid (0.053 g) in 1,2-dimethoxyethane (1.5 ml), ethanol (0.32 ml) and 2 M aqueous sodium carbonate solution (0.8 ml) with tetrakis(triphenylphosphine)palladium (0.012 g) to obtain the title compound (0.045 g) as a colorless solid. MS (ISN): 466.1 (M−H)− Reactants: N1CCC(CC1)C(=O)O (4-piperidine carboxylic acid), NC1=C(C=CC=C1)N (1,2-diaminobenzene), polyphosphoric acid, [OH-].[K+] (KOH). Solvent: O (water). Reaction conditions: temperature 190 celsius. The product is N1C(=NC2=C1C=CC=C2)C2CCNCC2 (4-(1H-Benzimidazol-2-yl)piperidine). Isolated yield 99.4%. As a reaction SMILES: [NH:1]1[CH2:6][CH2:5][CH:4]([C:7](O)=O)[CH2:3][CH2:2]1.[NH2:10][C:11]1[CH:16]=[CH:15][CH:14]=[CH:13][C:12]=1[NH2:17].[OH-].[K+]>O>[NH:10]1[C:11]2[CH:16]=[CH:15][CH:14]=[CH:13][C:12]=2[N:17]=[C:7]1[CH:4]1[CH2:5][CH2:6][NH:1][CH2:2][CH2:3]1 |f:2.3|. Procedure details: A mixture of 4-piperidine carboxylic acid (5.30 g, 40 mmol), 1,2-diaminobenzene (4.32 g, 40 mmol) and polyphosphoric acid (40 g) were heated to 190° C. for 14 hours. Cooled, diluted with water (150 ml) and basified with 50% KOH to pH 8. Solution cooled in an ice/salt bath to give a precipitate which was collected by filtration and washed with water. Solid dried in vacuo to afford the title compound (8.0 g, 100%). Reactants: [Al+3], COc1cc(C(C)(C)C)ccc1CC(=O)N(C)C, C1CCOC1, CCOC(C)=O, [H-], [H-], [H-], [H-], [Li+], [Na+], [OH-]. The product is COc1cc(C(C)(C)C)ccc1CCN(C)C. Reaction SMILES: [Al+3:20].[C:1]([CH3:2])([CH3:3])([CH3:4])[c:5]1[cH:6][c:7]([O:17][CH3:18])[c:8]([CH2:11][C:12](=[O:13])[N:14]([CH3:15])[CH3:16])[cH:9][cH:10]1.[CH2:33]1[O:34][CH2:35][CH2:36][CH2:37]1.[CH3:25][CH2:26][O:27][C:28]([CH3:29])=[O:30].[H-:19].[H-:22].[H-:23].[H-:24].[Li+:21].[Na+:32].[OH-:31]>>[C:1]([CH3:2])([CH3:3])([CH3:4])[c:5]1[cH:6][c:7]([O:17][CH3:18])[c:8]([CH2:11][CH2:12][N:14]([CH3:15])[CH3:16])[cH:9][cH:10]1.